This data is from the Open Reaction Database (ORD), a public repository of structured organic reaction records. The task is: describe an organic reaction: reactants, conditions, products, and yield The reactants are 27.7, OCCCNC(=S)NC1=CC(=CC=C1)CCC (N-(3-hydroxypropyl)-N'-(3-propylphenyl)thiourea), ClC(Cl)(Cl)Cl (tetrachloromethane), BrBr (bromine), hydrobromide salt. The solvent is C(C)#N (acetonitrile). The product is 18, C(CC)C=1C=CC2=C(N=C(S2)NCCCO)C1 (3-(5-propyl-2-benzothiazolylamino)-1-propanol). As a reaction SMILES: [OH:1][CH2:2][CH2:3][CH2:4][NH:5][C:6]([NH:8][C:9]1[CH:14]=[CH:13][CH:12]=[C:11]([CH2:15][CH2:16][CH3:17])[CH:10]=1)=[S:7].ClC(Cl)(Cl)Cl.BrBr>C(#N)C>[CH2:15]([C:11]1[CH:12]=[CH:13][C:14]2[S:7][C:6]([NH:5][CH2:4][CH2:3][CH2:2][OH:1])=[N:8][C:9]=2[CH:10]=1)[CH2:16][CH3:17]. Reported procedure: To a stirred mixture of 27.7 parts of N-(3-hydroxypropyl)-N'-(3-propylphenyl)thiourea and 240 parts of tetrachloromethane are added 17.6 parts of bromine and the whole is stirred and refluxed for 1 hours. About 80 parts of acetonitrile are added and the formed hydrobromide salt is allowed to crystallize. It is filtered off, washed with acetonitrile and dissolved in water. The free base is liberated in the conventional manner with ammonium hydroxide and extracted with 1,1'-oxybisethane. The extra... Starting materials: [OH-].[Na+] (NaOH), NCC12OCCC2CN(C1)CC1=CC=CC=C1 (1-aminomethyl-7-benzyl-2-oxa-7-azabicyclo[3.3.0]octane). Solvent: O (water), C(C)(C)(C)O (tert-butanol). Reaction conditions: time 15 hour. Yields the product C(C1=CC=CC=C1)N1CC2CCOC2(C1)CNC(=O)OC(C)(C)C (7-Benzyl-1-tert-butoxycarbonylaminomethyl-2-oxa-7-aza-bicyclo[3.3.0]octane). As a reaction SMILES: [OH-:1].[Na+].[NH2:3][CH2:4][C:5]12[CH2:12][N:11]([CH2:13][C:14]3[CH:19]=[CH:18][CH:17]=[CH:16][CH:15]=3)[CH2:10][CH:9]1[CH2:8][CH2:7][O:6]2>O.C(O)(C)(C)C>[CH2:13]([N:11]1[CH2:12][C:5]2([CH2:4][NH:3][C:7]([O:6][C:5]([CH3:12])([CH3:9])[CH3:4])=[O:1])[CH:9]([CH2:8][CH2:7][O:6]2)[CH2:10]1)[C:14]1[CH:19]=[CH:18][CH:17]=[CH:16][CH:15]=1 |f:0.1|. Procedure: 2 g of NaOH in 45 ml of water are added to 10.4 g (44.7 mmol) of 1-aminomethyl-7-benzyl-2-oxa-7-azabicyclo[3.3.0]octane in 56 ml of tert-butanol, and 10.2 g (47 mmol) of di-tert-butyl pyrodicarbonate are then added dropwise. The mixture is stirred at room temperature for 15 hours, and then extraction with chloroform, drying over potassium carbonate, concentration and distillation are carried out. Yield: 12.2 g (82% of theory) Boiling point: 170° C./0.15 mbar The product is 94% pure by gas chroma...